This data is from the Open Reaction Database (ORD), a public repository of structured organic reaction records. The task is: describe an organic reaction: reactants, conditions, products, and yield Reactants: C1(CCCCC1)N1C2=C(N(C(C(C1)(F)F)=O)C)C=NC(=N2)NC2=C(C=C(C(=O)NC1CCNCC1)C=C2)OC (4-(9-cyclohexyl-7,7-difluoro-5-methyl-6-oxo-6,7,8,9-tetrahydro-5H-pyrimido[4,5-b][1,4]diazepin-2-ylamino)-3-methoxy-N-(piperidin-4-yl)benzamide), CN(CC(=O)Cl)C (2-(dimethylamino)acetyl chloride), C31H42F2N8O4. Yields the product C1(CCCCC1)N1C2=C(N(C(C(C1)(F)F)=O)C)C=NC(=N2)NC2=C(C=C(C(=O)NC1CCN(CC1)C(CN(C)C)=O)C=C2)OC (4-(9-cyclohexyl-7,7-difluoro-5-methyl-6-oxo-6,7,8,9-tetrahydro-5H-pyrimido[4,5-b][1,4]diazepin-2-ylamino)-N-(1-(2-(dimethylamino)acetyl)piperidin-4-yl)-3-methoxybenzamide). Reaction SMILES: [CH:1]1([N:7]2[CH2:13][C:12]([F:15])([F:14])[C:11](=[O:16])[N:10]([CH3:17])[C:9]3[CH:18]=[N:19][C:20]([NH:22][C:23]4[CH:37]=[CH:36][C:26]([C:27]([NH:29][CH:30]5[CH2:35][CH2:34][NH:33][CH2:32][CH2:31]5)=[O:28])=[CH:25][C:24]=4[O:38][CH3:39])=[N:21][C:8]2=3)[CH2:6][CH2:5][CH2:4][CH2:3][CH2:2]1.[CH3:40][N:41]([CH3:46])[CH2:42][C:43](Cl)=[O:44]>>[CH:1]1([N:7]2[CH2:13][C:12]([F:15])([F:14])[C:11](=[O:16])[N:10]([CH3:17])[C:9]3[CH:18]=[N:19][C:20]([NH:22][C:23]4[CH:37]=[CH:36][C:26]([C:27]([NH:29][CH:30]5[CH2:35][CH2:34][N:33]([C:43](=[O:44])[CH2:42][N:41]([CH3:46])[CH3:40])[CH2:32][CH2:31]5)=[O:28])=[CH:25][C:24]=4[O:38][CH3:39])=[N:21][C:8]2=3)[CH2:2][CH2:3][CH2:4][CH2:5][CH2:6]1. Procedure details: The title compound was synthesized from 4-(9-cyclohexyl-7,7-difluoro-5-methyl-6-oxo-6,7,8,9-tetrahydro-5H-pyrimido[4,5-b][1,4]diazepin-2-ylamino)-3-methoxy-N-(piperidin-4-yl)benzamide and 2-(dimethylamino)acetyl chloride. The final compound was purified by reverse phase HPLC and basified to give the free base. 1H NMR (400 MHz, DMSO-d6) δ ppm 1.14-1.25 (m, 1H) 1.33-1.46 (m, 3H) 1.48-1.65 (m, 3H) 1.72-1.90 (m, 6H) 2.35 (s, 6H) 2.72 (t, J=12.2 Hz, 1H) 2.72 (t, 1H) 3.10 (t, J=11.8 Hz, 1H) 3.31 (s, 3... The reactants are C(C)(C)(C)C=1C(=C(C=C(C1)C(C)(C)C)CCC(=O)OC)O (methyl 3-(3',5'-di-tert-butylhydroxyphenyl)propionate), [OH-].[Na+] (sodium hydroxide). Solvent: C(C)O (ethanol). Conditions: time 1 hour. Yields the product C(C)(C)(C)C=1C(=C(C=C(C1)C(C)(C)C)CCC(=O)O)O (3-(3',5'-di-tert-butylhydroxyphenyl)propionic acid). The yield is 95.9%. RXN SMILES: [C:1]([C:5]1[C:6]([OH:21])=[C:7]([CH2:15][CH2:16][C:17]([O:19]C)=[O:18])[CH:8]=[C:9]([C:11]([CH3:14])([CH3:13])[CH3:12])[CH:10]=1)([CH3:4])([CH3:3])[CH3:2].[OH-].[Na+]>C(O)C>[C:1]([C:5]1[C:6]([OH:21])=[C:7]([CH2:15][CH2:16][C:17]([OH:19])=[O:18])[CH:8]=[C:9]([C:11]([CH3:12])([CH3:13])[CH3:14])[CH:10]=1)([CH3:2])([CH3:3])[CH3:4] |f:1.2|. Procedure: Operating under a nitrogen current, 29.8 g of methyl 3-(3',5'-di-tert-butylhydroxyphenyl)propionate, 80 mL of ethanol, and 6 g of sodium hydroxide were introduced into a 0.5-L four-neck flask equipped with a stirrer, addition funnel, and thermometer and were stirred for 1 hour while heating under reflux. After the completion of the stirring period, the ethanol was removed by distillation and the reaction mass was then neutralized by the gradual addition of concentrated hydrochloric acid. 150 mL ... The reactants are C(C)(=O)O\N=C(/N)\C=1C=CC(=NC1)NC(CCC(=O)OC)=O (methyl 4-[[5-[(Z)—N′-acetoxycarbamimidoyl]-2-pyridyl]amino]-4-oxo-butanoate), [F-].C(CCC)[N+](CCCC)(CCCC)CCCC (tetrabutylammonium fluoride). Run in O1CCCC1 (tetrahydrofuran), C1CCOC1 (THF). Conditions: time 4 hour. The product is CC1=NC(=NO1)C=1C=CC(=NC1)NC(CCC(=O)OC)=O (methyl 4-[[5-(5-methyl-1,2,4-oxadiazol-3-yl)-2-pyridyl]amino]-4-oxo-butanoate). Isolated yield 37.0%. As a reaction SMILES: [C:1]([O:4]/[N:5]=[C:6](/[C:8]1[CH:9]=[CH:10][C:11]([NH:14][C:15](=[O:22])[CH2:16][CH2:17][C:18]([O:20][CH3:21])=[O:19])=[N:12][CH:13]=1)\[NH2:7])(=O)[CH3:2].[F-].C([N+](CCCC)(CCCC)CCCC)CCC>O1CCCC1>[CH3:2][C:1]1[O:4][N:5]=[C:6]([C:8]2[CH:9]=[CH:10][C:11]([NH:14][C:15](=[O:22])[CH2:16][CH2:17][C:18]([O:20][CH3:21])=[O:19])=[N:12][CH:13]=2)[N:7]=1 |f:1.2|. Procedure: To a solution of methyl 4-[[5-[(Z)—N′-acetoxycarbamimidoyl]-2-pyridyl]amino]-4-oxo-butanoate (obtained in step 2, 0.18 g, 0.58 mmol, 1 equiv.) in tetrahydrofuran (20 mL) was added tetrabutylammonium fluoride (1.0 mol/L) in THF (0.053 g, 0.058 mL, 0.058 mmol, 0.1 equiv.) at room temperature. The mixture was stirred for 4 h at room temperature. The residue was partitioned between ethyl acetate and water. The aqueous layer was separated and extracted with ethyl acetate (3×50 ml). The combined organ... Run at temperature 40 celsius, time 1 hour. Isolated yield 179.5%. The product is C[N+](=CCl)C.[Cl-] (Vilsmeier reagent), CON=C(C(=O)NC1[C@@H]2N(C(=C(CS2)CSC2=NN=NN2CCCCCC)C(=O)O)C1=O)C=1N=C(SC1)NC=O (7-[2-methoxyimino-2-(2-formamidothiazol-4-yl)acetamido]-3-(1-hexyl- 1H-tetrazol-5-yl)thiomethyl-3-cephem-4-carboxylic acid). Run in C(C)(=O)OCC (ethyl acetate), CN(C=O)C (dimethylformamide), C(C)(=O)OCC (ethyl acetate), O (Water), C(C)(=O)OCC (ethyl acetate). The reactants are P(=O)(Cl)(Cl)Cl (phosphorus oxychloride), CON=C(C(=O)O)C=1N=C(SC1)NC=O (2-methoxyimino-2-(2-formamidothiazol-4-yl)acetic acid), NC1[C@@H]2N(C(=C(CS2)CSC2=NN=NN2CCCCCC)C(=O)O)C1=O (7-amino-3-(1-hexyl-1H-tetrazol-5-yl)thiomethyl-3-cephem-4-carboxylic acid), C[Si](C)(C)CC(=O)N (trimethylsilylacetamide). Reported procedure: The Vilsmeier reagent was prepared from dry dimethylformamide (1.0 g.), dry ethyl acetate (4 ml.) and phosphorus oxychloride (2.1 g.) by the conventional method. Dry ethyl acetate (45 ml.) and 2-methoxyimino-2-(2-formamidothiazol-4-yl)acetic acid (syn isomer) (2.85 g.) were added thereto. This solution was added at -10° C. to a stirred solution, which was prepared by stirring for 1 hour at 40° C. a mixture of 7-amino-3-(1-hexyl-1H-tetrazol-5-yl)thiomethyl-3-cephem-4-carboxylic acid (4.5 g.), tri... RXN SMILES: P(Cl)(Cl)([Cl:3])=O.[CH3:6][O:7][N:8]=[C:9]([C:13]1[N:14]=[C:15]([NH:18][CH:19]=[O:20])[S:16][CH:17]=1)[C:10]([OH:12])=O.[NH2:21][CH:22]1[C:45](=[O:46])[N:24]2[C:25]([C:42]([OH:44])=[O:43])=[C:26]([CH2:29][S:30][C:31]3[N:35]([CH2:36][CH2:37][CH2:38][CH2:39][CH2:40][CH3:41])[N:34]=[N:33][N:32]=3)[CH2:27][S:28][C@H:23]12.C[Si](CC(N)=O)(C)C>O.C(OCC)(=O)C.CN(C)C=O>[CH3:23][N+:24]([CH3:45])=[CH:25][Cl:3].[Cl-:3].[CH3:6][O:7][N:8]=[C:9]([C:13]1[N:14]=[C:15]([NH:18][CH:19]=[O:20])[S:16][CH:17]=1)[C:10]([NH:21][CH:22]1[C:45](=[O:46])[N:24]2[C:25]([C:42]([OH:44])=[O:43])=[C:26]([CH2:29][S:30][C:31]3[N:35]([CH2:36][CH2:37][CH2:38][CH2:39][CH2:40][CH3:41])[N:34]=[N:33][N:32]=3)[CH2:27][S:28][C@H:23]12)=[O:12] |f:7.8|. Starting materials: C(C)(=O)N1C(C(C2=CC(=C(C=C12)OC)OC)=C(CC)OCC)=O (1-acetyl-3-(1-ethoxy-1-ethyl-methylidene)-5,6-dimethoxy-2-indolinone), C(C)(=O)N(C1=CC=C(C=C1)N)CCCN(C)C (N-acetyl-N-(3-dimethylamino-propyl)-p-phenylenediamine). The product is C(C)(=O)N(CCCN(C)C)C1=CC=C(N\C(\CC)=C\2/C(NC3=CC(=C(C=C23)OC)OC)=O)C=C1 (3-(Z)-(1-{4-[N-acetyl-N-(3-dimethylaminopropyl)-amino]-anilino}-1-ethyl-methylidene)-5,6-dimethoxy-2-indolinone). RXN SMILES: C([N:4]1[C:12]2[C:7](=[CH:8][C:9]([O:15][CH3:16])=[C:10]([O:13][CH3:14])[CH:11]=2)[C:6](=[C:17](OCC)[CH2:18][CH3:19])[C:5]1=[O:23])(=O)C.[C:24]([N:27]([CH2:35][CH2:36][CH2:37][N:38]([CH3:40])[CH3:39])[C:28]1[CH:33]=[CH:32][C:31]([NH2:34])=[CH:30][CH:29]=1)(=[O:26])[CH3:25]>>[C:24]([N:27]([C:28]1[CH:33]=[CH:32][C:31]([NH:34]/[C:17](=[C:6]2\[C:5](=[O:23])[NH:4][C:12]3[C:7]\2=[CH:8][C:9]([O:15][CH3:16])=[C:10]([O:13][CH3:14])[CH:11]=3)/[CH2:18][CH3:19])=[CH:30][CH:29]=1)[CH2:35][CH2:36][CH2:37][N:38]([CH3:39])[CH3:40])(=[O:26])[CH3:25]. Reported procedure: Prepared from 1-acetyl-3-(1-ethoxy-1-ethyl-methylidene)-5,6-dimethoxy-2-indolinone and N-acetyl-N-(3-dimethylamino-propyl)-p-phenylenediamine